This data is from the Open Reaction Database (ORD), a public repository of structured organic reaction records. The task is: describe an organic reaction: reactants, conditions, products, and yield Reactants: C(C1=CC=CC=C1)OC1=C2C=C(N(C2=CC=C1)C(=O)OC(C)(C)C)B(O)O ([4-(Benzyloxy)-1-(tert-butoxycarbonyl)-1H-indol-2-yl]boronic acid), C[Si](C(F)(F)F)(C)C (trimethyl(trifluoromethyl)silane). The product is C(C1=CC=CC=C1)OC1=C2C=C(N(C2=CC=C1)C(=O)OC(C)(C)C)C(F)(F)F (tert-butyl 4-(benzyloxy)-2-(trifluoromethyl)-1H-indole-1-carboxylate). RXN SMILES: [CH2:1]([O:8][C:9]1[CH:17]=[CH:16][CH:15]=[C:14]2[C:10]=1[CH:11]=[C:12](B(O)O)[N:13]2[C:18]([O:20][C:21]([CH3:24])([CH3:23])[CH3:22])=[O:19])[C:2]1[CH:7]=[CH:6][CH:5]=[CH:4][CH:3]=1.C[Si](C)(C)[C:30]([F:33])([F:32])[F:31]>>[CH2:1]([O:8][C:9]1[CH:17]=[CH:16][CH:15]=[C:14]2[C:10]=1[CH:11]=[C:12]([C:30]([F:33])([F:32])[F:31])[N:13]2[C:18]([O:20][C:21]([CH3:24])([CH3:23])[CH3:22])=[O:19])[C:2]1[CH:7]=[CH:6][CH:5]=[CH:4][CH:3]=1. Reported procedure: [4-(Benzyloxy)-1-(tert-butoxycarbonyl)-1H-indol-2-yl]boronic acid and trimethyl(trifluoromethyl)silane were combined to give tert-butyl 4-(benzyloxy)-2-(trifluoromethyl)-1H-indole-1-carboxylate, which was debenzylated via ammonium formate transfer hydrogenation to give tert-butyl 4-hydroxy-2-(trifluoromethyl)-1H-indole-1-carboxylate. Reactants: CCOC(=O)NS(=O)(=O)c1ccc(Cl)s1, Cc1ccccc1, Nc1ccc(-n2ccc3cc(NC4CC4)c(F)cc3c2=O)cc1. Yields the product O=C(Nc1ccc(-n2ccc3cc(NC4CC4)c(F)cc3c2=O)cc1)NS(=O)(=O)c1ccc(Cl)s1. As a reaction SMILES: [CH2:24]([O:26][C:27](=[O:25])[NH:28][S:29](=[O:30])(=[O:31])[c:32]1[s:33][c:34]([Cl:37])[cH:35][cH:36]1)[CH3:38].[CH3:39][c:40]1[cH:41][cH:42][cH:43][cH:44][cH:45]1.[NH2:1][c:2]1[cH:3][cH:4][c:5](-[n:8]2[c:9](=[O:23])[c:10]3[cH:11][c:12]([F:22])[c:13]([NH:18][CH:19]4[CH2:20][CH2:21]4)[cH:14][c:15]3[cH:16][cH:17]2)[cH:6][cH:7]1>>[NH:1]([c:2]1[cH:3][cH:4][c:5](-[n:8]2[c:9](=[O:23])[c:10]3[cH:11][c:12]([F:22])[c:13]([NH:18][CH:19]4[CH2:20][CH2:21]4)[cH:14][c:15]3[cH:16][cH:17]2)[cH:6][cH:7]1)[C:27](=[O:26])[NH:28][S:29](=[O:30])(=[O:31])[c:32]1[s:33][c:34]([Cl:37])[cH:35][cH:36]1. Reactants: NC1=CC=CC=C1 (aniline), C(CCC)[Li] (n-butyllithium), C(=O)C1=CC=C(C(=O)N(CC)CC)C=C1 (4-formyl-N,N-diethylbenzamide). The product is crude product, NC=1C=C(C(O)C2=CC=C(C(=O)N(CC)CC)C=C2)C=CC1 (4-(3-amino-α-hydroxybenzyl)-N,N-diethylbenzamide). Yield: 25.2%. Reaction SMILES: [NH2:1][C:2]1[CH:7]=[CH:6][CH:5]=[CH:4][CH:3]=1.C([Li])CCC.[CH:13]([C:15]1[CH:27]=[CH:26][C:18]([C:19]([N:21]([CH2:24][CH3:25])[CH2:22][CH3:23])=[O:20])=[CH:17][CH:16]=1)=[O:14]>>[NH2:1][C:2]1[CH:7]=[C:6]([CH:5]=[CH:4][CH:3]=1)[CH:13]([C:15]1[CH:27]=[CH:26][C:18]([C:19]([N:21]([CH2:22][CH3:23])[CH2:24][CH3:25])=[O:20])=[CH:17][CH:16]=1)[OH:14]. Procedure details: The protected aniline (23.64 g. 0.101 mol) was treated with n-butyllithium (1.5M in hexane, 66 mL, 0.101 mol) and 4-formyl-N,N-diethylbenzamide (20.70 g, 0.101 mol) as in Example11. Chromatography of the crude product on silica gel (Waters Prep 500, dichloromethane:ethanol/100:1-3) gave 7.59 g (25%) of 4-(3-amino-α-hydroxybenzyl)-N,N-diethylbenzamide as a light yellow hygroscopic solid. Starting materials: ClC1=C(CN2C(=NC(=C2CC#N)Cl)C2=CC=CC=C2)C=C(C=C1)[N+](=O)[O-] (1-(2-chloro-5-nitrobenzyl)-4-chloro-5-cyanomethyl-2-phenylimidazole), Cl (hydrochloric acid), C(C)(=O)O (acetic acid), O (water). Solvent: C(C)O (ethanol). Product: ClC1=C(CN2C(=NC(=C2CC(=O)O)Cl)C2=CC=CC=C2)C=C(C=C1)[N+](=O)[O-] (1-(2-chloro-5-nitrobenzyl)-4-chloro-2-phenylimidazole-5-acetic acid). As a reaction SMILES: [Cl:1][C:2]1[CH:23]=[CH:22][C:21]([N+:24]([O-:26])=[O:25])=[CH:20][C:3]=1[CH2:4][N:5]1[C:9](CC#N)=[C:8]([Cl:13])[N:7]=[C:6]1[C:14]1[CH:19]=[CH:18][CH:17]=[CH:16][CH:15]=1.Cl.[C:28]([OH:31])(=[O:30])[CH3:29].O>C(O)C>[Cl:1][C:2]1[CH:23]=[CH:22][C:21]([N+:24]([O-:26])=[O:25])=[CH:20][C:3]=1[CH2:4][N:5]1[C:9]([CH2:29][C:28]([OH:31])=[O:30])=[C:8]([Cl:13])[N:7]=[C:6]1[C:14]1[CH:15]=[CH:16][CH:17]=[CH:18][CH:19]=1. Reported procedure: 1.9 g of 1-(2-chloro-5-nitrobenzyl)-4-chloro-5-cyanomethyl-2-phenylimidazole was boiled in a mixed solution of 12 ml of concentrated hydrochloric acid and 12 ml of glacial acetic acid for 3 hours. The reaction solution was concentrated to dryness under reduced pressure, and 50 ml of water was added to the residue, resulting in the formation of a colorless powder. The residue was dissolved in 30 ml of heated ethanol, and 30 ml of water was added. Upon cooling, there was obtained 1.7 g of 1-(2-chl... Reactants: [NH4+].[Cl-] (NH4Cl), ClC=1C=C(C=NC1Cl)O (5,6-dichloro-pyridin-3-ol), C(=O)([O-])[O-].[K+].[K+] (K2CO3), FCI (fluoro-iodomethane). Run in C(C)#N (ACN), CCOC(=O)C (EtOAc). Run at temperature 0 celsius, time 5 minute. Product: ClC1=NC=C(C=C1Cl)OCF (2,3-Dichloro-5-fluoromethoxy-pyridine). Reaction SMILES: [Cl:1][C:2]1[CH:3]=[C:4]([OH:9])[CH:5]=[N:6][C:7]=1[Cl:8].C([O-])([O-])=O.[K+].[K+].[F:16][CH2:17]I.[NH4+].[Cl-]>C(#N)C.CCOC(C)=O>[Cl:8][C:7]1[C:2]([Cl:1])=[CH:3][C:4]([O:9][CH2:17][F:16])=[CH:5][N:6]=1 |f:1.2.3,5.6|. Procedure details: To a solution of 5,6-dichloro-pyridin-3-ol [11860-92-9] (500 mg, 3.05 mmol) and K2CO3 (632 mg, 4.57 mmol) in dry ACN (12 ml) was added fluoro-iodomethane (1.156 ml, 9.15 mmol) at 0° C. The light yellow suspension was stirred for 5 min at 0° C. and then heated up to 120° C. for 30 min. Saturated aq. NH4Cl was added, followed by EtOAc. The organic layer was separated and the aqueous layer was extracted twice with EtOAc. The combined organic layers were washed with brine, dried with Na2SO4, filtere... As a reaction SMILES: [CH3:1][C:2]1[CH:3]=[C:4]([N:10]2[C:18]3[C:13](=[C:14]([O:19]CC4C=CC=CC=4)[CH:15]=[CH:16][CH:17]=3)[CH:12]=[N:11]2)[CH:5]=[CH:6][C:7]=1[O:8]C.B(Br)(Br)Br>C(Cl)Cl>[OH:8][C:7]1[CH:6]=[CH:5][C:4]([N:10]2[C:18]3[CH:17]=[CH:16][CH:15]=[C:14]([OH:19])[C:13]=3[CH:12]=[N:11]2)=[CH:3][C:2]=1[CH3:1]. Reactants: B(Br)(Br)Br (BBr3), CC=1C=C(C=CC1OC)N1N=CC2=C(C=CC=C12)OCC1=CC=CC=C1 (1-[3-Methyl-4-(methyloxy)phenyl]-4-[(phenylmethyl)oxy]-1H-indazole), B(Br)(Br)Br (BBr3). The solvent is C(Cl)Cl (DCM). The product is OC1=C(C=C(C=C1)N1N=CC=2C(=CC=CC12)O)C (1-(4-Hydroxy-3-methylphenyl)-1H-indazol-4-ol). Reaction conditions: temperature -78 celsius. Procedure details: 1-[3-Methyl-4-(methyloxy)phenyl]-4-[(phenylmethyl)oxy]-1H-indazole (D34) (550 mg, 1.64 mmol) was dissolved in dry DCM (20 mL) and degassed by sonication under a flow of argon. The solution was cooled to −78° C. and after 10 mins treated with BBr3 (1M in DCM, 3.29 mL, 3.29 mmol) dropwise and when the addition was complete the bath was removed and it was allowed to reach room temperature. The reaction was followed by LC-MS. After 45 minutes more BBr3 (1M in DCM, 3.29 mL, 3.29 mmol) was added to th... The yield is 9.1%. Starting materials: NC=1C(=CC(=C(C1)[N+](=O)[O-])F)F (5-amino-2,4-difluoronitrobenzene), N1C=NC=C1 (imidazole), [H-].[Na+] (sodium hydride). Run in O (water). The product is NC=1C(=CC(=C(C1)[N+](=O)[O-])N1C=NC=C1)F (5-Amino-4-fluoro-2-(1-imidazolyl)nitrobenzene). RXN SMILES: [NH2:1][C:2]1[C:3]([F:12])=[CH:4][C:5](F)=[C:6]([N+:8]([O-:10])=[O:9])[CH:7]=1.[NH:13]1[CH:17]=[CH:16][N:15]=[CH:14]1.[H-].[Na+]>O>[NH2:1][C:2]1[C:3]([F:12])=[CH:4][C:5]([N:13]2[CH:17]=[CH:16][N:15]=[CH:14]2)=[C:6]([N+:8]([O-:10])=[O:9])[CH:7]=1 |f:2.3|. Procedure: 12 g (0.068 mol) of 5-amino-2,4-difluoronitrobenzene were slowly added at 0° C. to a solution of 4.7 g of imidazole (0.069 mol) and 2.1 g of sodium hydride (80% in oil; 0.07 mol) and then stirred at this temperature for several hours. The mixture was then diluted with water and extracted several times with methylene chloride. The residue after drying and evaporation was recrystallized from isopropanol. The reactants are C(C=C)N1C2=C(N(C(C(C1)C)=O)C)C=NC(=N2)Cl ((rac)-9-allyl-2-chloro-5,7-dimethyl-5,7,8,9-tetrahydro-pyrimido[4,5-b][1,4]diazepin-6-one), NC1=C(C=C(C(=O)NC2CCN(CC2)C)C=C1)OC (4-amino-3-methoxy-N-(1-methyl-piperidin-4-yl)-benzamide), O.C1(=CC=C(C=C1)S(=O)(=O)O)C (p-toluene-sulfonic acid monohydrate). Run in CC(C)O (2-propanol). The product is C(C=C)N1C2=C(N(C(C(C1)C)=O)C)C=NC(=N2)NC2=C(C=C(C(=O)NC1CCN(CC1)C)C=C2)OC ((rac)-4-(9-allyl-5,7-dimethyl-6-oxo-6,7,8,9-tetrahydro-5H-pyrimido[4,5-b][1,4]diazepin-2-ylamino)-3-methoxy-N-(1-methyl-piperidin-4-yl)-benzamide). The yield is 50.1%. As a reaction SMILES: [CH2:1]([N:4]1[CH2:10][CH:9]([CH3:11])[C:8](=[O:12])[N:7]([CH3:13])[C:6]2[CH:14]=[N:15][C:16](Cl)=[N:17][C:5]1=2)[CH:2]=[CH2:3].[NH2:19][C:20]1[CH:35]=[CH:34][C:23]([C:24]([NH:26][CH:27]2[CH2:32][CH2:31][N:30]([CH3:33])[CH2:29][CH2:28]2)=[O:25])=[CH:22][C:21]=1[O:36][CH3:37].O.C1(C)C=CC(S(O)(=O)=O)=CC=1>CC(O)C>[CH2:1]([N:4]1[CH2:10][CH:9]([CH3:11])[C:8](=[O:12])[N:7]([CH3:13])[C:6]2[CH:14]=[N:15][C:16]([NH:19][C:20]3[CH:35]=[CH:34][C:23]([C:24]([NH:26][CH:27]4[CH2:28][CH2:29][N:30]([CH3:33])[CH2:31][CH2:32]4)=[O:25])=[CH:22][C:21]=3[O:36][CH3:37])=[N:17][C:5]1=2)[CH:2]=[CH2:3] |f:2.3|. Reported procedure: A solution of 0.050 g (0.00019 mole) of (rac)-9-allyl-2-chloro-5,7-dimethyl-5,7,8,9-tetrahydro-pyrimido[4,5-b][1,4]diazepin-6-one (VII-65), 0.049 g (0.00019 mole) of 4-amino-3-methoxy-N-(1-methyl-piperidin-4-yl)-benzamide, 0.047 g (0.00025 mole) of p-toluene-sulfonic acid monohydrate and 4.0 mL of 2-propanol was heated at 180 degrees for 2 hours in a microwave reactor. The reaction mixture was concentrated under reduced pressure. The residue was diluted with dichloromethane and washed twice with... Reactants: C(C1=CC=CC=C1)OC1=CC(=C(C(=C1)CC)C(O)C=1NC=CN1)CC (rac-(4-benzyloxy-2,6-diethyl-phenyl)-(1H-imidazol-2-yl)-methanol), C(C)[SiH](CC)CC (triethylsilane), FC(C(=O)O)(F)F (trifluoroacetic acid). Yields the product C(C1=CC=CC=C1)OC1=CC(=C(CC=2NC=CN2)C(=C1)CC)CC (2-(4-Benzyloxy-2,6-diethyl-benzyl)-1H-imidazole). RXN SMILES: [CH2:1]([O:8][C:9]1[CH:14]=[C:13]([CH2:15][CH3:16])[C:12]([CH:17]([C:19]2[NH:20][CH:21]=[CH:22][N:23]=2)O)=[C:11]([CH2:24][CH3:25])[CH:10]=1)[C:2]1[CH:7]=[CH:6][CH:5]=[CH:4][CH:3]=1.C([SiH](CC)CC)C.FC(F)(F)C(O)=O>>[CH2:1]([O:8][C:9]1[CH:10]=[C:11]([CH2:24][CH3:25])[C:12]([CH2:17][C:19]2[NH:23][CH:22]=[CH:21][N:20]=2)=[C:13]([CH2:15][CH3:16])[CH:14]=1)[C:2]1[CH:3]=[CH:4][CH:5]=[CH:6][CH:7]=1. Procedure details: 2-(4-Benzyloxy-2,6-diethyl-benzyl)-1H-imidazole was prepared from rac-(4-benzyloxy-2,6-diethyl-phenyl)-(1H-imidazol-2-yl)-methanol, triethylsilane and trifluoroacetic acid in analogy to Example 191e): white crystals; MS (ISP): 321.1 ([M+H]+, 100%).